From a dataset of the Open Reaction Database (ORD), a public repository of structured organic reaction records. describe an organic reaction: reactants, conditions, products, and yield Starting materials: [Br-], C1CCOC1, CC[Mg+], CC(C)[O-], CC(C)[O-], CC(C)[O-], CC(C)[O-], [Na+], [OH-], [Ti+4], N#Cc1ccco1. Yields the product NC1(c2ccco2)CC1. As a reaction SMILES: [Br-:8].[CH2:14]1[O:15][CH2:16][CH2:17][CH2:18]1.[CH2:9]([CH3:10])[Mg+:11].[CH3:19][CH:20]([CH3:21])[O-:22].[CH3:24][CH:25]([CH3:26])[O-:27].[CH3:28][CH:29]([CH3:30])[O-:31].[CH3:32][CH:33]([CH3:34])[O-:35].[Na+:13].[OH-:12].[Ti+4:23].[o:1]1[c:2]([C:6]#[N:7])[cH:3][cH:4][cH:5]1>>[o:1]1[c:2]([C:6]2([NH2:7])[CH2:9][CH2:10]2)[cH:3][cH:4][cH:5]1. Reactants: CO, COc1cccc2c1CCC2N(Cc1nc(-c2ccccc2)c(-c2ccccc2)o1)C(=O)C(F)(F)F, [Na+], [OH-]. The product is COc1cccc2c1CCC2NCc1nc(-c2ccccc2)c(-c2ccccc2)o1. Reaction SMILES: [CH3:39][OH:40].[F:1][C:2]([F:3])([F:4])[C:35]([N:5]([CH2:6][c:7]1[o:8][c:9](-[c:18]2[cH:19][cH:20][cH:21][cH:22][cH:23]2)[c:10](-[c:12]2[cH:13][cH:14][cH:15][cH:16][cH:17]2)[n:11]1)[CH:24]1[CH2:25][CH2:26][c:27]2[c:28]([O:33][CH3:34])[cH:29][cH:30][cH:31][c:32]21)=[O:36].[Na+:38].[OH-:37]>>[NH:5]([CH2:6][c:7]1[o:8][c:9](-[c:18]2[cH:19][cH:20][cH:21][cH:22][cH:23]2)[c:10](-[c:12]2[cH:13][cH:14][cH:15][cH:16][cH:17]2)[n:11]1)[CH:24]1[CH2:25][CH2:26][c:27]2[c:28]([O:33][CH3:34])[cH:29][cH:30][cH:31][c:32]21.